This data is from the Open Reaction Database (ORD), a public repository of structured organic reaction records. The task is: describe an organic reaction: reactants, conditions, products, and yield Reactants: CC(=O)O[BH-](OC(C)=O)OC(C)=O, CC(=O)[O-], COC(=O)C1(CN)CCCC1, ClCCl, [Na+], [Na+], O=C1CCCC1. Product: COC(=O)C1(CNC2CCCC2)CCCC1. As a reaction SMILES: [C:23]([O:24][BH-:25]([O:26][C:27](=[O:28])[CH3:29])[O:30][C:31](=[O:32])[CH3:33])(=[O:34])[CH3:35].[CH3:19][C:20](=[O:21])[O-:22].[CH3:1][O:2][C:3](=[O:4])[C:5]1([CH2:10][NH2:11])[CH2:6][CH2:7][CH2:8][CH2:9]1.[Cl:37][CH2:38][Cl:39].[Na+:18].[Na+:36].[O:12]=[C:13]1[CH2:14][CH2:15][CH2:16][CH2:17]1>>[CH3:1][O:2][C:3](=[O:4])[C:5]1([CH2:10][NH:11][CH:13]2[CH2:14][CH2:15][CH2:16][CH2:17]2)[CH2:6][CH2:7][CH2:8][CH2:9]1.